From a dataset of the Open Reaction Database (ORD), a public repository of structured organic reaction records. describe an organic reaction: reactants, conditions, products, and yield Starting materials: C(C)OC1=C(C(N(C=C1)C1=CC=C(C=C1)F)=O)C(=O)O (4-ethoxy-1-(4-fluorophenyl)-2-oxo-1,2-dihydropyridine-3-carboxylic acid), O=S(Cl)Cl (SOCl2), NC1=CC(=C(OC2=CC(=NC=C2)NC(CC)=O)C=C1F)F (N-(4-(4-amino-2,5-difluorophenoxy)pyridin-2-yl)propionamide), N1=CC=CC=C1 (pyridine). Solvent: C(Cl)Cl (DCM), O (Water). Conditions: temperature 0 celsius, time 10 minute. Yields the product FC1=C(C=C(C(=C1)OC1=CC(=NC=C1)NC(CC)=O)F)NC(=O)C=1C(N(C=CC1OCC)C1=CC=C(C=C1)F)=O (N-(2,5-difluoro-4-((2-propionamidopyridin-4-yl)oxy)phenyl)-4-ethoxy-1-(4-fluorophenyl)-2-oxo-1,2-dihydropyridine-3-carboxamide). The yield is 79.4%. Reaction SMILES: [CH2:1]([O:3][C:4]1[CH:9]=[CH:8][N:7]([C:10]2[CH:15]=[CH:14][C:13]([F:16])=[CH:12][CH:11]=2)[C:6](=[O:17])[C:5]=1[C:18]([OH:20])=O)[CH3:2].O=S(Cl)Cl.[NH2:25][C:26]1[C:43]([F:44])=[CH:42][C:29]([O:30][C:31]2[CH:36]=[CH:35][N:34]=[C:33]([NH:37][C:38](=[O:41])[CH2:39][CH3:40])[CH:32]=2)=[C:28]([F:45])[CH:27]=1.N1C=CC=CC=1>C(Cl)Cl.O>[F:44][C:43]1[CH:42]=[C:29]([O:30][C:31]2[CH:36]=[CH:35][N:34]=[C:33]([NH:37][C:38](=[O:41])[CH2:39][CH3:40])[CH:32]=2)[C:28]([F:45])=[CH:27][C:26]=1[NH:25][C:18]([C:5]1[C:6](=[O:17])[N:7]([C:10]2[CH:11]=[CH:12][C:13]([F:16])=[CH:14][CH:15]=2)[CH:8]=[CH:9][C:4]=1[O:3][CH2:1][CH3:2])=[O:20]. Reported procedure: A solution of Example B1, (5.2 g, 18.8 mmol) in SOCl2 (50 mL, 685 mmol) was heated at 60° C. for 2 h. The mixture was azeotroped with toluene and concentrated to dryness. The solid was dissolved in DCM (150 mL), cooled to 0° C. and treated with a solution of Example A3 (5 g, 17.1 mmol) and pyridine (0.14 mL, 1.74 mmol) in DCM (100 mL) over 20 min. The reaction mixture was stirred at 0° C. for 10 min and then warmed to RT for 2 h. Water (5 mL) was added and the mixture was concentrated in vacuo. ... Reactants: C1CCOC1, COC(=O)c1cc(Oc2cnc(C(=O)N3CCC3)cn2)cc(OC2CCOC2)c1, [Na+], [OH-], O. Product: O=C(O)c1cc(Oc2cnc(C(=O)N3CCC3)cn2)cc(OC2CCOC2)c1. As a reaction SMILES: [CH2:33]1[O:34][CH2:35][CH2:36][CH2:37]1.[N:1]1([C:5](=[O:6])[c:7]2[n:8][cH:9][c:10]([O:13][c:14]3[cH:15][c:16]([C:17](=[O:18])[O:19][CH3:20])[cH:21][c:22]([O:24][CH:25]4[CH2:26][O:27][CH2:28][CH2:29]4)[cH:23]3)[n:11][cH:12]2)[CH2:2][CH2:3][CH2:4]1.[Na+:31].[OH-:30].[OH2:32]>>[N:1]1([C:5](=[O:6])[c:7]2[n:8][cH:9][c:10]([O:13][c:14]3[cH:15][c:16]([C:17](=[O:18])[OH:19])[cH:21][c:22]([O:24][CH:25]4[CH2:26][O:27][CH2:28][CH2:29]4)[cH:23]3)[n:11][cH:12]2)[CH2:2][CH2:3][CH2:4]1. Reactants: COC(OC)c1cccc(-c2ccnc(NCCc3ccc(O)cc3)n2)c1, CC#N, Cl. The product is O=Cc1cccc(-c2ccnc(NCCc3ccc(O)cc3)n2)c1. Reaction SMILES: [CH3:1][O:2][CH:3]([c:4]1[cH:5][c:6](-[c:10]2[n:11][c:12]([NH:16][CH2:17][CH2:18][c:19]3[cH:20][cH:21][c:22]([OH:25])[cH:23][cH:24]3)[n:13][cH:14][cH:15]2)[cH:7][cH:8][cH:9]1)[O:26][CH3:27].[CH3:29][C:30]#[N:31].[ClH:28]>>[O:2]=[CH:3][c:4]1[cH:5][c:6](-[c:10]2[n:11][c:12]([NH:16][CH2:17][CH2:18][c:19]3[cH:20][cH:21][c:22]([OH:25])[cH:23][cH:24]3)[n:13][cH:14][cH:15]2)[cH:7][cH:8][cH:9]1. Starting materials: ClC=1C=C(C(=O)OO)C=CC1 (3-Chloroperoxybenzoic acid), C(C1=CC=CC=C1)OC=1C=CC=2C3=C(C=NC2C1)N=C(N3CC3CCOCC3)CCl (7-(benzyloxy)-2-(chloromethyl)-1-(tetrahydro-2H-pyran-4-ylmethyl)-1H-imidazo[4,5-c]quinoline), [OH-].[NH4+] (ammonium hydroxide), N-oxide, C1(=CC=C(C=C1)S(=O)(=O)Cl)C (p-toluenesulfonyl chloride), C([O-])([O-])=O.[Na+].[Na+] (sodium carbonate). Run in C(Cl)(Cl)Cl (chloroform), ClCCl (dichloromethane), C(Cl)(Cl)Cl (chloroform). Reaction conditions: time 1 hour. Yields the product C(C1=CC=CC=C1)OC=1C=CC=2C3=C(C(=NC2C1)N)N=C(N3CC3CCOCC3)CCl (7-(benzyloxy)-2-(chloromethyl)-1-(tetrahydro-2H-pyran-4-ylmethyl)-1H-imidazo[4,5-c]quinolin-4-amine). Reaction SMILES: ClC1C=C(C=CC=1)C(OO)=O.[CH2:12]([O:19][C:20]1[CH:21]=[CH:22][C:23]2[C:24]3[N:32]([CH2:33][CH:34]4[CH2:39][CH2:38][O:37][CH2:36][CH2:35]4)[C:31]([CH2:40][Cl:41])=[N:30][C:25]=3[CH:26]=[N:27][C:28]=2[CH:29]=1)[C:13]1[CH:18]=[CH:17][CH:16]=[CH:15][CH:14]=1.[OH-].[NH4+:43].C1(C)C=CC(S(Cl)(=O)=O)=CC=1.C(=O)([O-])[O-].[Na+].[Na+]>C(Cl)(Cl)Cl.ClCCl>[CH2:12]([O:19][C:20]1[CH:21]=[CH:22][C:23]2[C:24]3[N:32]([CH2:33][CH:34]4[CH2:39][CH2:38][O:37][CH2:36][CH2:35]4)[C:31]([CH2:40][Cl:41])=[N:30][C:25]=3[C:26]([NH2:43])=[N:27][C:28]=2[CH:29]=1)[C:13]1[CH:18]=[CH:17][CH:16]=[CH:15][CH:14]=1 |f:2.3,5.6.7|. Reported procedure: 3-Chloroperoxybenzoic acid (mCPBA) (1.4 g of 77% pure material, 4.74 mmol) was added over a period of five minutes to a solution of 7-(benzyloxy)-2-(chloromethyl)-1-(tetrahydro-2H-pyran-4-ylmethyl)-1H-imidazo[4,5-c]quinoline (2.0 g, 4.74 mmol) in chloroform (47 mL); the reaction mixture was stirred at ambient temperature for one hour. The reaction solution was partitioned between chloroform (50 mL) and saturated aqueous sodium carbonate (50 mL). The layers were separated and the aqueous layer ex... Starting materials: O=C1NC2=C(CCN1C1CCN(CC1)C(=O)O[C@@H](C(=O)N1CCN(CC1)C1CCN(CC1)CC(=O)O)CC1=CC(=C(C(=C1)C)O)C)C=CC=C2 ((R)-2-[4-(1-carboxymethyl-piperidin-4-yl)-piperazin-1-yl]-1-(4-hydroxy-3,5-dimethyl-benzyl)-2-oxo-ethyl 4-(2-oxo-1,2,4,5-tetrahydro-1,3-benzodiazepin-3-yl)-piperidine-1-carboxylate), C(CCCCC)O (1-hexanol), C(=O)(O)[O-].[Na+] (NaHCO3). The product is O=C1NC2=C(CCN1C1CCN(CC1)C(=O)O[C@@H](C(=O)N1CCN(CC1)C1CCN(CC1)CC(=O)OCCCCCC)CC1=CC(=C(C(=C1)C)O)C)C=CC=C2 ((R)-2-[4-(1-hexyloxycarbonylmethyl-piperidin-4-yl)-piperazin-1-yl]-1-(4-hydroxy-3,5-dimethyl-benzyl)-2-oxo-ethyl 4-(2-oxo-1,2,4,5-tetrahydro-1,3-benzodiazepin-3-yl)-piperidine-1-carboxylate). Reaction SMILES: [O:1]=[C:2]1[N:8]([CH:9]2[CH2:14][CH2:13][N:12]([C:15]([O:17][C@H:18]([CH2:37][C:38]3[CH:43]=[C:42]([CH3:44])[C:41]([OH:45])=[C:40]([CH3:46])[CH:39]=3)[C:19]([N:21]3[CH2:26][CH2:25][N:24]([CH:27]4[CH2:32][CH2:31][N:30]([CH2:33][C:34]([OH:36])=[O:35])[CH2:29][CH2:28]4)[CH2:23][CH2:22]3)=[O:20])=[O:16])[CH2:11][CH2:10]2)[CH2:7][CH2:6][C:5]2[CH:47]=[CH:48][CH:49]=[CH:50][C:4]=2[NH:3]1.[CH2:51](O)[CH2:52][CH2:53][CH2:54][CH2:55][CH3:56].C([O-])(O)=O.[Na+]>>[O:1]=[C:2]1[N:8]([CH:9]2[CH2:10][CH2:11][N:12]([C:15]([O:17][C@H:18]([CH2:37][C:38]3[CH:43]=[C:42]([CH3:44])[C:41]([OH:45])=[C:40]([CH3:46])[CH:39]=3)[C:19]([N:21]3[CH2:26][CH2:25][N:24]([CH:27]4[CH2:28][CH2:29][N:30]([CH2:33][C:34]([O:36][CH2:51][CH2:52][CH2:53][CH2:54][CH2:55][CH3:56])=[O:35])[CH2:31][CH2:32]4)[CH2:23][CH2:22]3)=[O:20])=[O:16])[CH2:13][CH2:14]2)[CH2:7][CH2:6][C:5]2[CH:47]=[CH:48][CH:49]=[CH:50][C:4]=2[NH:3]1 |f:2.3|. Procedure: Prepared analogously to Example 4d from 934 mg (1.35 mmol) (R)-2-[4-(1-carboxymethyl-piperidin-4-yl)-piperazin-1-yl]-1-(4-hydroxy-3,5-dimethyl-benzyl)-2-oxo-ethyl 4-(2-oxo-1,2,4,5-tetrahydro-1,3-benzodiazepin-3-yl)-piperidine-1-carboxylate and 190 μL (0.11 mmol) 1-hexanol. The reaction solution was combined with 30 mL semisaturated NaHCO3 solution, extracted with 50 mL EtOAc and the organic phase was dried on Na2SO4. After the elimination of the desiccant and solvent the residue was purified by ... The reactants are C1(CC1)C=1N=CN(C1)C=1C(=CC(=C(C#N)C1)F)C (5-(4-Cyclopropyl-1H-imidazol-1-yl)-2-fluoro-4-methylbenzonitrile), CC(OCC)=O (EA), Cl (hydrochloric acid). Reaction conditions: temperature 100 celsius. The product is Cl.C1(CC1)C=1N=CN(C1)C=1C(=CC(=C(C(=O)O)C1)F)C (5-(4-cyclopropyl-1H-imidazol-1-yl)-2-fluoro-4-methylbenzoic acid hydrochloride). As a reaction SMILES: [CH:1]1([C:4]2[N:5]=[CH:6][N:7]([C:9]3[C:10]([CH3:18])=[CH:11][C:12]([F:17])=C([CH:16]=3)C#N)[CH:8]=2)[CH2:3][CH2:2]1.[CH3:19][C:20](=[O:24])[O:21]CC.[ClH:25]>>[ClH:25].[CH:1]1([C:4]2[N:5]=[CH:6][N:7]([C:9]3[C:10]([CH3:18])=[CH:11][C:12]([F:17])=[C:19]([CH:16]=3)[C:20]([OH:21])=[O:24])[CH:8]=2)[CH2:3][CH2:2]1 |f:3.4|. Procedure details: 5-(4-Cyclopropyl-1H-imidazol-1-yl)-2-fluoro-4-methylbenzonitrile (11.21 g, 46.50 mmol) was placed in a round bottom flask fitted with a reflux condenser, and suspended in 38% hydrochloric acid (200 mL). The mixture was heated to 100° C. for 4.5 hours, and then cooled to room temperature. Solvent was removed under reduced pressure to give a pink solid, to which was added 100 ml of EA. The solid product was collected by filtration and washed with 3×100 mL EA. To the solid product was added 100 mL ... Reactants: C(C)(C)(C)OC(=O)N1CC2CN(CC2C1)CC=1SC=2N=C(N=C(C2N1)N1CCOCC1)Cl (5-(5-chloro-7-morpholin-4-yl-thiazolo[5,4-d]pyrimidin-2-ylmethyl)-hexahydro-pyrrolo[3,4-c]pyrrole-2-carboxylic acid tert-butyl ester), N1(CCC1)C1CCNCC1 (4-azetidin-1-yl-piperidine). Product: N1(CCC1)C1CCN(CC1)CC=1SC=2N=C(N=C(C2N1)N1CCOCC1)Cl (2-(4-Azetidin-1-yl-piperidin-1-ylmethyl)-5-chloro-7-morpholin-4-yl-thiazolo[5,4-d]pyrimidine), solid. Isolated yield 66.0%. As a reaction SMILES: C(OC([N:8]1[CH2:15][CH:14]2[CH:10]([CH2:11][N:12]([CH2:16][C:17]3[S:18][C:19]4[N:20]=[C:21]([Cl:32])[N:22]=[C:23]([N:26]5[CH2:31][CH2:30][O:29][CH2:28][CH2:27]5)[C:24]=4[N:25]=3)[CH2:13]2)[CH2:9]1)=O)(C)(C)C.N1(C2CCNCC2)C[CH2:35][CH2:34]1>>[N:8]1([CH:9]2[CH2:35][CH2:34][N:12]([CH2:16][C:17]3[S:18][C:19]4[N:20]=[C:21]([Cl:32])[N:22]=[C:23]([N:26]5[CH2:31][CH2:30][O:29][CH2:28][CH2:27]5)[C:24]=4[N:25]=3)[CH2:11][CH2:10]2)[CH2:15][CH2:14][CH2:13]1. Procedure details: Prepared according to the method used in the preparation of 5-(5-chloro-7-morpholin-4-yl-thiazolo[5,4-d]pyrimidin-2-ylmethyl)-hexahydro-pyrrolo[3,4-c]pyrrole-2-carboxylic acid tert-butyl ester using 4-azetidin-1-yl-piperidine in place of hexahydro-pyrrolo[3,4-c]pyrrole-2-carboxylic acid tert-butyl ester. The title compound was obtained as a cream solid (54 mg, 66%). Starting materials: Cc1ccc(NS(N)(=O)=O)cc1, CS(C)=O, CO, CCN(C(C)C)C(C)C, Cc1ccc(-c2c(Cl)ncnc2Cl)cc1, [K]. Yields the product Cc1ccc(NS(=O)(=O)Nc2ncnc(Cl)c2-c2ccc(C)cc2)cc1. RXN SMILES: [CH3:26][c:27]1[cH:28][cH:29][c:30]([NH:33][S:34]([NH2:35])(=[O:36])=[O:37])[cH:31][cH:32]1.[CH3:38][S:39]([CH3:40])=[O:41].[CH3:42][OH:43].[CH:16]([N:17]([CH:18]([CH3:19])[CH3:20])[CH2:21][CH3:22])([CH3:23])[CH3:24].[Cl:1][c:2]1[n:3][cH:4][n:5][c:6]([Cl:15])[c:7]1-[c:8]1[cH:9][cH:10][c:11]([CH3:14])[cH:12][cH:13]1.[K:25]>>[c:2]1([NH:35][S:34]([NH:33][c:30]2[cH:29][cH:28][c:27]([CH3:26])[cH:32][cH:31]2)(=[O:36])=[O:37])[n:3][cH:4][n:5][c:6]([Cl:15])[c:7]1-[c:8]1[cH:9][cH:10][c:11]([CH3:14])[cH:12][cH:13]1. Reactants: CN1NC(=O)N(C1=O)C1=CC(=CC(=C1)Cl)Cl (1-methyl-4-(3',5'-dichlorophenyl) urazole), C(C)(=O)Cl (acetyl chloride), ClC=1C=C(C=C(C1)Cl)N1C(NNC1=O)=O (4-(3',5'-dichlorophenyl) urazole), CBr (methyl bromide). Run in CN(C=O)C (N,N-dimethylformamide), C(C)N(CC)CC (triethylamine). Reaction conditions: time 2 hour. The product is CN1N(C(=O)N(C1=O)C1=CC(=CC(=C1)Cl)Cl)C(C)=O (1-methyl-2-acetyl-4-(3',5'-dichlorophenyl) urazole). The yield is 76.2%. RXN SMILES: [CH3:1][N:2]1[C:7](=[O:8])[N:6]([C:9]2[CH:14]=[C:13]([Cl:15])[CH:12]=[C:11]([Cl:16])[CH:10]=2)[C:4](=[O:5])[NH:3]1.ClC1C=C(N2C(=O)NNC2=O)C=C(Cl)C=1.CBr.[C:34](Cl)(=[O:36])[CH3:35]>CN(C)C=O.C(N(CC)CC)C>[CH3:1][N:2]1[C:7](=[O:8])[N:6]([C:9]2[CH:10]=[C:11]([Cl:16])[CH:12]=[C:13]([Cl:15])[CH:14]=2)[C:4](=[O:5])[N:3]1[C:34](=[O:36])[CH3:35]. Reported procedure: To a solution of 2.6 g of 1-methyl-4-(3',5'-dichlorophenyl) urazole, which had been prepared by reacting 4-(3',5'-dichlorophenyl) urazole and methyl bromide in an equimolar proportion, and 1.0 g of triethylamine in 10 ml of N,N-dimethylformamide was added 0.8 g of acetyl chloride in small increments at room temperature with agitation. After completing the addition, the reaction was carried out on a water bath for 2 hours with continued agitation. The solvent was removed by distillation into vacu...